From a dataset of the Open Reaction Database (ORD), a public repository of structured organic reaction records. describe an organic reaction: reactants, conditions, products, and yield The reactants are ClCCBr, [K+], [K+], O=C([O-])[O-], CN(C)C=O, COc1cc2nc(-c3cccc(-c4ccccc4)c3)nc(Nc3ccc4c(cnn4C(=O)OC(C)(C)C)c3)c2cc1O. Yields the product COc1cc2nc(-c3cccc(-c4ccccc4)c3)nc(Nc3ccc4c(cnn4C(=O)OC(C)(C)C)c3)c2cc1OCCCl. As a reaction SMILES: [Cl:43][CH2:44][CH2:45][Br:46].[K+:47].[K+:48].[O-:49][C:50]([O-:51])=[O:52].[O:53]=[CH:54][N:55]([CH3:56])[CH3:57].[c:1]1(-[c:7]2[cH:8][c:9](-[c:13]3[n:14][c:15]4[cH:16][c:17]([O:41][CH3:42])[c:18]([OH:40])[cH:19][c:20]4[c:21]([NH:23][c:24]4[cH:25][c:26]5[cH:27][n:28][n:29]([C:33](=[O:34])[O:35][C:36]([CH3:37])([CH3:38])[CH3:39])[c:30]5[cH:31][cH:32]4)[n:22]3)[cH:10][cH:11][cH:12]2)[cH:2][cH:3][cH:4][cH:5][cH:6]1>>[c:1]1(-[c:7]2[cH:8][c:9](-[c:13]3[n:14][c:15]4[cH:16][c:17]([O:41][CH3:42])[c:18]([O:40][CH2:45][CH2:44][Cl:43])[cH:19][c:20]4[c:21]([NH:23][c:24]4[cH:25][c:26]5[cH:27][n:28][n:29]([C:33](=[O:34])[O:35][C:36]([CH3:37])([CH3:38])[CH3:39])[c:30]5[cH:31][cH:32]4)[n:22]3)[cH:10][cH:11][cH:12]2)[cH:2][cH:3][cH:4][cH:5][cH:6]1. Procedure: The title compound was prepared according to Example 1, starting from 2-methylbenzyl cyanide and 2,4-diamino-5-pyrimidine-carboxaldehyde; mp 300°-302° C. The product is C1(=C(C=CC=C1)C1=CC2=C(N=C(N=C2)N)N=C1N)C (6-o-Tolyl-pyrido[2,3-d]pyrimidine-2,7-diamine). Starting materials: CC1=C(CC#N)C=CC=C1 (2-methylbenzyl cyanide), NC1=NC=C(C(=N1)N)C=O (2,4-diamino-5-pyrimidine-carboxaldehyde). RXN SMILES: [CH3:1][C:2]1[CH:10]=[CH:9][CH:8]=[CH:7][C:3]=1[CH2:4][C:5]#[N:6].[NH2:11][C:12]1[N:17]=[C:16]([NH2:18])[C:15]([CH:19]=O)=[CH:14][N:13]=1>>[C:2]1([CH3:1])[CH:10]=[CH:9][CH:8]=[CH:7][C:3]=1[C:4]1[C:5]([NH2:6])=[N:18][C:16]2[N:17]=[C:12]([NH2:11])[N:13]=[CH:14][C:15]=2[CH:19]=1. Reactants: B, C1CCOC1, C1CCOC1, CO, N#Cc1cc2nncn2cc1-c1ccc(Cl)cc1Cl. The product is NCc1cc2nncn2cc1-c1ccc(Cl)cc1Cl. As a reaction SMILES: [BH3:20].[CH2:21]1[O:22][CH2:23][CH2:24][CH2:25]1.[CH2:26]1[O:27][CH2:28][CH2:29][CH2:30]1.[CH3:31][OH:32].[Cl:1][c:2]1[c:3](-[c:9]2[c:10]([C:18]#[N:19])[cH:11][c:12]3[n:13]([cH:14]2)[cH:15][n:16][n:17]3)[cH:4][cH:5][c:6]([Cl:8])[cH:7]1>>[Cl:1][c:2]1[c:3](-[c:9]2[c:10]([CH2:18][NH2:19])[cH:11][c:12]3[n:13]([cH:14]2)[cH:15][n:16][n:17]3)[cH:4][cH:5][c:6]([Cl:8])[cH:7]1. The reactants are C(C)(=O)N1C(CC2=CC=CC=C12)=O (1-acetyl-2-indolinone), C1(C=2C(C(N1CC1=CC=C(C(=O)O)C=C1)=O)=CC=CC2)=O (4-phthalimidomethyl-benzoic acid), CN(C)C(=[N+](C)C)ON1C2=C(C=CC=C2)N=N1.[B-](F)(F)(F)F (TBTU), C=1C=CC2=C(C1)N=NN2O (HOBT). Solvent: CN(C)C=O (DMF), Cl (hydrochloric acid). Product: C(C)(=O)N1C(C(C2=CC=CC=C12)=C(C1=CC=C(C=C1)CN1C(C=2C(C1=O)=CC=CC2)=O)O)=O (1-acetyl-3-[1-hydroxy-1-(4-phthalimidomethyl-phenyl)methylidene}-2-indolinone). RXN SMILES: [C:1]([N:4]1[C:12]2[C:7](=[CH:8][CH:9]=[CH:10][CH:11]=2)[CH2:6][C:5]1=[O:13])(=[O:3])[CH3:2].[C:14]1(=[O:34])[N:18]([CH2:19][C:20]2[CH:28]=[CH:27][C:23]([C:24](O)=[O:25])=[CH:22][CH:21]=2)[C:17](=[O:29])[C:16]2=[CH:30][CH:31]=[CH:32][CH:33]=[C:15]12.CN(C(ON1N=NC2C=CC=CC1=2)=[N+](C)C)C.[B-](F)(F)(F)F.C1C=CC2N(O)N=NC=2C=1>CN(C=O)C.Cl>[C:1]([N:4]1[C:12]2[C:7](=[CH:8][CH:9]=[CH:10][CH:11]=2)[C:6](=[C:24]([OH:25])[C:23]2[CH:27]=[CH:28][C:20]([CH2:19][N:18]3[C:17](=[O:29])[C:16]4=[CH:30][CH:31]=[CH:32][CH:33]=[C:15]4[C:14]3=[O:34])=[CH:21][CH:22]=2)[C:5]1=[O:13])(=[O:3])[CH3:2] |f:2.3|. Reported procedure: Prepared analogously to Example 10(a) from 1-acetyl-2-indolinone and 4-phthalimidomethyl-benzoic acid (melting point: 260-262° C.) in dry DMF in the presence of TBTU, HOBT and Hrinig's base (20° C., 4 hours), stirring in dilute hydrochloric acid, extracting with CH2Cl2, evaporating the dried organic extract in vacuo, triturating the evaporation residue with EtOac and drying the solid substance. As a reaction SMILES: C[O:2][C:3](=[O:19])[C@H:4]([NH:11][C:12]1[CH:17]=[CH:16][C:15]([F:18])=[CH:14][CH:13]=1)[C:5]1[CH:10]=[CH:9][CH:8]=[CH:7][CH:6]=1.Cl>O1CCOCC1>[F:18][C:15]1[CH:16]=[CH:17][C:12]([NH:11][C@H:4]([C:5]2[CH:6]=[CH:7][CH:8]=[CH:9][CH:10]=2)[C:3]([OH:19])=[O:2])=[CH:13][CH:14]=1. Reaction conditions: temperature 70 celsius. Reported procedure: To a solution of (R)-(4-fluoro-phenylamino)-phenyl-acetic acid methyl ester (I252) (510 mg, 1.97 mmol) in dioxane (10 mL), is added 12N HCl (10 mL) and the mixture is heated at 70° C. for 12 hours. The organic solvent is evaporated, the mixture is cooled to 0° C. and the resulting solid is collected by filtration to obtain intermediate I255 as a brownish solid (420 mg, 87% yield). The yield is 86.9%. Run in O1CCOCC1 (dioxane). Starting materials: COC([C@@H](C1=CC=CC=C1)NC1=CC=C(C=C1)F)=O ((R)-(4-fluoro-phenylamino)-phenyl-acetic acid methyl ester), Cl (HCl). Product: FC1=CC=C(C=C1)N[C@@H](C(=O)O)C1=CC=CC=C1 ((R)-(4-fluoro-phenylamino)-phenyl-acetic acid). Reactants: C(=O)(N1C=NC=C1)N1C=NC=C1 (Carbonyldiimidazole), FC=1C=C2C(C(=CN(C2=C(C1F)O)NC)C(=O)O)=O (6,7-difluoro-8-hydroxy-1-(methylamino)-4-oxo-1,4-dihydro-3-quinolinecarboxylic acid). Run in CN(C=O)C (dimethylformamide). Reaction conditions: time 2 hour. Yields the product FC=1C=C2C(C(=CN(C2=C(C1N1C=NC=C1)O)NC)C(=O)O)=O (6-fluoro-8-hydroxy-7-(1-imidazolyl)-1-(methylamino)-4-oxo-1,4-dihydro-3-quinolinecarboxylic acid). Isolated yield 59.4%. RXN SMILES: [C:1]([N:8]1[CH:12]=[CH:11][N:10]=[CH:9]1)(N1C=CN=C1)=O.[F:13][C:14]1[CH:15]=[C:16]2[C:21](=[C:22]([OH:25])C=1F)[N:20]([NH:26][CH3:27])[CH:19]=[C:18]([C:28]([OH:30])=[O:29])[C:17]2=[O:31]>CN(C)C=O>[F:13][C:14]1[CH:15]=[C:16]2[C:21](=[C:22]([OH:25])[C:1]=1[N:8]1[CH:12]=[CH:11][N:10]=[CH:9]1)[N:20]([NH:26][CH3:27])[CH:19]=[C:18]([C:28]([OH:30])=[O:29])[C:17]2=[O:31]. Procedure: Carbonyldiimidazole (32 mg) was added to a stirred solution of 6,7-difluoro-8-hydroxy-1-(methylamino)-4-oxo-1,4-dihydro-3-quinolinecarboxylic acid (50 mg) obtained in Reference example (i) in dry dimethylformamide (2 ml). Stirring was continued at room temperature for 2 hours and then at 80° C. for 5 hours. The solvent was removed under reduced pressure and the residue was suspended in water and the pH was adjusted to pH 5 with acetic acid. The precipitate which separated out was filtered and wa... Starting materials: BrC1=CC=C2CC3(C(C2=C1)(C(=O)OCC)NS(=O)C(C)(C)C)CCC(CC3)OC (ethyl 6′-bromo-1′-(1,1-dimethylethylsulfinamido)-4-methoxy-1′,3′-dihydrospiro[cyclohexane-1,2′-indene]-1′-carboxylate), Cl (HCl). Run in CO (MeOH), O1CCOCC1 (dioxane). Reaction conditions: time 30 minute. The product is NC1(C2(CC3=CC=C(C=C13)Br)CCC(CC2)OC)C(=O)OCC (ethyl 1′-amino-6′-bromo-4-methoxy-1′,3′-dihydrospiro[cyclohexane-1,2′-indene]-1′-carboxylate). RXN SMILES: [Br:1][C:2]1[CH:10]=[C:9]2[C:5]([CH2:6][C:7]3([CH2:27][CH2:26][CH:25]([O:28][CH3:29])[CH2:24][CH2:23]3)[C:8]2([NH:16]S(C(C)(C)C)=O)[C:11]([O:13][CH2:14][CH3:15])=[O:12])=[CH:4][CH:3]=1.Cl>CO.O1CCOCC1>[NH2:16][C:8]1([C:11]([O:13][CH2:14][CH3:15])=[O:12])[C:9]2[C:5](=[CH:4][CH:3]=[C:2]([Br:1])[CH:10]=2)[CH2:6][C:7]21[CH2:23][CH2:24][CH:25]([O:28][CH3:29])[CH2:26][CH2:27]2. Procedure: To a solution of ethyl 6′-bromo-1′-(1,1-dimethylethylsulfinamido)-4-methoxy-1′,3′-dihydrospiro[cyclohexane-1,2′-indene]-1′-carboxylate (6) (62.8 mg, 0.129 mmol) in MeOH (5 mL) was added a 4 M HCl solution in dioxane (2 mL). The resulting mixture was stirred for 30 min. Solvent was removed under reduced pressure, and the residue 7 was used for next step without further purification. MS ESI+ve m/z 382 (M+H)+. Reactants: C1(=NC=CC2=CC=CC=C12)C1(CCNCC1)O (4-(1-isoquinolyl)-piperidin-4-ol), [OH-].[Na+] (sodium hydroxide), C(C)(=O)OC(C)=O (acetic anhydride), [H-].[H-].[H-].[H-].[Li+].[Al+3] (LiAlH4). Run in C(Cl)(Cl)Cl (chloroform), N1=CC=CC=C1 (pyridine), C1=CC=CC=C1 (benzene), C1CCOC1 (THF). Yields the product C(C)N1CCC(CC1)(O)C1=NC=CC2=CC=CC=C12 (1-ethyl-4-(1-isoquinolyl)-piperidin-4-ol). RXN SMILES: [C:1]1([C:11]2([OH:17])[CH2:16][CH2:15][NH:14][CH2:13][CH2:12]2)[C:10]2[C:5](=[CH:6][CH:7]=[CH:8][CH:9]=2)[CH:4]=[CH:3][N:2]=1.[C:18](OC(=O)C)(=O)[CH3:19].[H-].[H-].[H-].[H-].[Li+].[Al+3].[OH-].[Na+]>C(Cl)(Cl)Cl.C1COCC1.C1C=CC=CC=1.N1C=CC=CC=1>[CH2:18]([N:14]1[CH2:13][CH2:12][C:11]([C:1]2[C:10]3[C:5](=[CH:6][CH:7]=[CH:8][CH:9]=3)[CH:4]=[CH:3][N:2]=2)([OH:17])[CH2:16][CH2:15]1)[CH3:19] |f:2.3.4.5.6.7,8.9|. Procedure: A mixture of 2.28 g. of 4-(1-isoquinolyl)-piperidin-4-ol, 1 ml. of pyridine, 1 ml. of acetic anhydride and 20 ml. of benzene is stirred for 3 hours at 25°. The crude 1-acetyl-4-(1-isoquinolyl)-piperidin-4-ol obtained after the customary work up is heated under reflux with 0.7 g. of LiAlH4 in 40 ml. of THF for 24 hours, under nitrogen. The mixture is worked up with sodium hydroxide solution and chloroform in the customary manner to give 1-ethyl-4-(1-isoquinolyl)-piperidin-4-ol, m.p. 275°-276°. Starting materials: C(C#CC#CCO)O (2,4-hexadiyne-1,6-diol), FC1=C(C=C(C=C1)C(F)(F)F)[N+](=O)[O-] (4-fluoro-3-nitro-benzotrifluoride). RXN SMILES: [CH2:1]([OH:8])[C:2]#[C:3][C:4]#[C:5][CH2:6][OH:7].F[C:10]1[CH:15]=[CH:14][C:13]([C:16]([F:19])([F:18])[F:17])=[CH:12][C:11]=1[N+:20]([O-:22])=[O:21]>>[CH2:1]([OH:8])[C:2]#[C:3][C:4]#[C:5][CH2:6][OH:7].[N+:20]([C:11]1[CH:12]=[C:13]([C:16]([F:19])([F:18])[F:17])[CH:14]=[CH:15][C:10]=1[O:8][C:1]1[CH:6]=[CH:5][C:4]([C:16]([F:19])([F:18])[F:17])=[CH:3][C:2]=1[N+:20]([O-:22])=[O:21])([O-:22])=[O:21] |f:2.3|. Reported procedure: Reaction of 2,4-hexadiyne-1,6-diol (1 g) with 4-fluoro-3-nitro-benzotrifluoride (4 g.) following the procedure of Example 3 yielded the desired product. Recrystallization from ethanol gave pale yellow needles. (1.1 g., 25%) m.p. 137° C. I.R. (KBr): 1620(NO2), 1120 682 (CF3)cm-1. Product: C(C#CC#CCO)O.[N+](=O)([O-])C1=C(C=CC(=C1)C(F)(F)F)OC1=C(C=C(C=C1)C(F)(F)F)[N+](=O)[O-] (2,4-Hexadiyn-1,6-diol bis-(2-nitro-4-trifluoromethylphenyl) ether). Conditions: time 12 hour. Procedure: 19 ml of a 4M solution of HCl in dioxane are added to 2.3 g of 4-(2-(4-(tert-butoxycarbonyl)piperazin-1-yl)ethoxy)-2,6-bis(hydroxymethyl)pyridine in solution in 33 ml of dioxane. After 12 h at AT, the resulting precipitate is recovered by filtration on a sintered glass funnel, taken up in MeOH and then concentrated under RP, and the residue is diluted in 40 ml of an MeOH/water 1/1 mixture. The resulting solution is deposited on Mega BE-SCX, 25GM 150ML (Varian). After washing the phase with MeOH,... Reactants: solution, Cl (HCl), C(C)(C)(C)OC(=O)N1CCN(CC1)CCOC1=CC(=NC(=C1)CO)CO (4-(2-(4-(tert-butoxycarbonyl)piperazin-1-yl)ethoxy)-2,6-bis(hydroxymethyl)pyridine). Yield: 95.6%. Product: N1(CCNCC1)CCOC1=CC(=NC(=C1)CO)CO (4-[2-(piperazin-1-yl)ethoxy]-2,6-bis(hydroxymethyl)pyridine). As a reaction SMILES: Cl.C(OC([N:9]1[CH2:14][CH2:13][N:12]([CH2:15][CH2:16][O:17][C:18]2[CH:23]=[C:22]([CH2:24][OH:25])[N:21]=[C:20]([CH2:26][OH:27])[CH:19]=2)[CH2:11][CH2:10]1)=O)(C)(C)C>O1CCOCC1>[N:12]1([CH2:15][CH2:16][O:17][C:18]2[CH:23]=[C:22]([CH2:24][OH:25])[N:21]=[C:20]([CH2:26][OH:27])[CH:19]=2)[CH2:13][CH2:14][NH:9][CH2:10][CH2:11]1. The solvent is O1CCOCC1 (dioxane), O1CCOCC1 (dioxane).